This data is from the Open Reaction Database (ORD), a public repository of structured organic reaction records. The task is: describe an organic reaction: reactants, conditions, products, and yield As a reaction SMILES: Cl[CH2:2][CH2:3][CH2:4][CH2:5][S:6][C:7]1[N:12]2[CH:13]=[CH:14][N:15]=[C:11]2[CH:10]=[CH:9][CH:8]=1.[S:16]1[CH:20]=[CH:19][CH:18]=[C:17]1[CH:21]=[C:22]1[S:26][C:25](=[O:27])[NH:24][C:23]1=[O:28].O>CN(C)C=O>[S:16]1[CH:20]=[CH:19][CH:18]=[C:17]1[CH:21]=[C:22]1[S:26][C:25](=[O:27])[N:24]([CH2:2][CH2:3][CH2:4][CH2:5][S:6][C:7]2[N:12]3[CH:13]=[CH:14][N:15]=[C:11]3[CH:10]=[CH:9][CH:8]=2)[C:23]1=[O:28]. The solvent is CN(C=O)C (N,N-dimethylformamide). Reaction conditions: temperature 80 celsius. Product: S1C(=CC=C1)C=C1C(N(C(S1)=O)CCCCSC1=CC=CC=2N1C=CN2)=O (5-(2-thienylmethylene)-3-[4-(imidazo[1,2-a]pyridin-5-ylthio) butyl]thiazolidine-2 ,4-dione). Procedure details: To a solution of 1.81 g (7.5 mmol) of 5-(4-chlorobutylthio)imidazo[1,2-a]pyridine and 1.59 g (7.5 mmol) of 5-(2-thienylmethylene)thiazolidine-2,4-dione in 70 ml of N,N-dimethylformamide, 1.12 ml (7.5 mmol) of 1,8-diazabicyclo[5.4.0-7-undecene was added, followed by heating at 80° C. for 16 hours. After cooling, the reaction mixture was poured into water, extracted with ethyl acetate, washed with water and dried, after which the solvent was distilled off. The residue was purified by column chroma... Reactants: ClCCCCSC1=CC=CC=2N1C=CN2 (5-(4-chlorobutylthio)imidazo[1,2-a]pyridine), 0-7-undecene, O (water), S1C(=CC=C1)C=C1C(NC(S1)=O)=O (5-(2-thienylmethylene)thiazolidine-2,4-dione), 1,8-diazabicyclo[5.4. The reactants are ClCCl, Cc1ccc(C=O)cn1, CSc1nccc(O)n1, CO, Cl, Cl. Yields the product CSc1ncc(C(O)c2ccc(C)nc2)c(O)n1. As a reaction SMILES: [CH2:23]([Cl:24])[Cl:25].[CH3:11][c:12]1[n:13][cH:14][c:15]([CH:18]=[O:19])[cH:16][cH:17]1.[CH3:1][S:2][c:3]1[n:4][cH:5][cH:6][c:7]([OH:9])[n:8]1.[CH3:21][OH:22].[ClH:10].[ClH:20]>>[CH3:1][S:2][c:3]1[n:4][cH:5][c:6]([CH:18]([c:15]2[cH:14][n:13][c:12]([CH3:11])[cH:17][cH:16]2)[OH:19])[c:7]([OH:9])[n:8]1. Reactants: O=[O+][O-] (ozone), S(=S)(=O)([O-])[O-].[Na+].[Na+] (Sodium thiosulfate), [I-].[Na+] (sodium iodide), C(=O)(O)[O-].[Na+] (NaHCO3), CC12CC(C(CC1)O2)(C)C ((±)-1,3,3-trimethyl-7-oxabicyclo[2.2.1]heptane), O=[O+][O-] (ozone), II (iodine). Solvent: CO (methanol), O=O (oxygen), CO (methanol), C(C)(=O)O (acetic acid). Product: CC12C(C(C(CC1)O2)(C)C)=O ((±)-1,3,3-Trimethyl-7-oxabicyclo[2.2.1]heptane-2-one). RXN SMILES: O=[O+][O-].[CH3:4][C:5]12[O:11][CH:8]([CH2:9][CH2:10]1)[C:7]([CH3:13])([CH3:12])[CH2:6]2.[I-].[Na+].S([O-])([O-])(=[O:18])=S.[Na+].[Na+].II.C([O-])(O)=O.[Na+]>O=O.C(O)(=O)C.CO>[CH3:4][C:5]12[O:11][CH:8]([CH2:9][CH2:10]1)[C:7]([CH3:13])([CH3:12])[C:6]2=[O:18] |f:2.3,4.5.6,8.9|. Procedure details: A stream of 3-5% ozone in oxygen was passed through a solution of (±)-1,3,3-trimethyl-7-oxabicyclo[2.2.1]heptane from step (3) (1.20 g., 0.007 moles) in 35 ml. of methanol at -78° C. until the solution became light blue (ozone saturation). The excess ozone was removed by purging the cold reaction mixture with oxygen for 15 minutes. The cold reaction mixture was then poured into a stirred solution of 15 ml. of methanol, 4 ml. of glacial acetic acid, and 8 g. of sodium iodide and stirred for 30 mi... Starting materials: C(C)(=O)OCC (ethyl acetate), C(C)(C)(C)OC([C@H](CC1=CC=C(C=C1)O)NC(=O)OCC1C2=CC=CC=C2C=2C=CC=CC12)=O ((S)-2-(9H-Fluoren-9-ylmethoxycarbonylamino)-3-(4-hydroxyphenyl)-propionic acid tert-butyl ester), BrCC1=CC=C(C=C1)C#N (α-bromo-p-tolunitrile), [H-].[Na+] (NaH). Run in O (water), CN(C)C=O (DMF). Run at temperature 0 celsius, time 1 hour. The product is C(C)(C)(C)OC([C@H](CC1=CC=C(C=C1)OCC1=CC=C(C=C1)C#N)NC(=O)OCC1C2=CC=CC=C2C=2C=CC=CC12)=O ((S)-2-(9H-Fluoren-9-ylmethoxycarbonylamino)3-[4-(4-cyano-benzyloxy)-phenyl]-propionic acid tert-butyl ester). Yield: 60.7%. Reaction SMILES: [C:1]([O:5][C:6](=[O:34])[C@@H:7]([NH:16][C:17]([O:19][CH2:20][CH:21]1[C:33]2[CH:32]=[CH:31][CH:30]=[CH:29][C:28]=2[C:27]2[C:22]1=[CH:23][CH:24]=[CH:25][CH:26]=2)=[O:18])[CH2:8][C:9]1[CH:14]=[CH:13][C:12]([OH:15])=[CH:11][CH:10]=1)([CH3:4])([CH3:3])[CH3:2].[H-].[Na+].Br[CH2:38][C:39]1[CH:44]=[CH:43][C:42]([C:45]#[N:46])=[CH:41][CH:40]=1.C(OCC)(=O)C>CN(C=O)C.O>[C:1]([O:5][C:6](=[O:34])[C@@H:7]([NH:16][C:17]([O:19][CH2:20][CH:21]1[C:22]2[CH:23]=[CH:24][CH:25]=[CH:26][C:27]=2[C:28]2[C:33]1=[CH:32][CH:31]=[CH:30][CH:29]=2)=[O:18])[CH2:8][C:9]1[CH:10]=[CH:11][C:12]([O:15][CH2:38][C:39]2[CH:44]=[CH:43][C:42]([C:45]#[N:46])=[CH:41][CH:40]=2)=[CH:13][CH:14]=1)([CH3:4])([CH3:2])[CH3:3] |f:1.2|. Procedure details: A solution of the product from Example G (1.0 g, 2.18 mmol) was dissolved in DMF and cooled to 0° C. The resulting solution treated with NaH (2.18 mmol) and was stirred for 1 hour at 0° C. and treated with α-bromo-p-tolunitrile (0.45 g, 2.30 mmol). The reaction mixture was warmed to room temperature and stirred overnight. The reaction mixture was poured into a separatory funnel containing ethyl acetate (50 mL) and water (50 mL) and shaken. The organic phase was separated and washed with brine, d...